Dataset: the Open Reaction Database (ORD), a public repository of structured organic reaction records. Task: describe an organic reaction: reactants, conditions, products, and yield The reactants are O=S(=O)(Cl)c1ccc(CBr)cc1, CC(C)(C)N, CCN(C(C)C)C(C)C, ClCCl. The product is CC(C)(C)NS(=O)(=O)c1ccc(CBr)cc1. As a reaction SMILES: [Br:15][CH2:16][c:17]1[cH:18][cH:19][c:20]([S:23](=[O:24])(=[O:25])[Cl:26])[cH:21][cH:22]1.[C:1]([CH3:2])([CH3:3])([CH3:4])[NH2:5].[CH:6]([N:7]([CH2:8][CH3:9])[CH:10]([CH3:11])[CH3:12])([CH3:13])[CH3:14].[Cl:27][CH2:28][Cl:29]>>[C:1]([CH3:2])([CH3:3])([CH3:4])[NH:5][S:23]([c:20]1[cH:19][cH:18][c:17]([CH2:16][Br:15])[cH:22][cH:21]1)(=[O:24])=[O:25]. The reactants are FC1=NC=C(C=C1)I (2-fluoro-5-iodopyridine), CN1C(CCC1(C)C)=O (1,5,5-trimethyl-pyrrolidin-2-one), solution, sodium hexamethyldisilylamide. Run in C1(=CC=CC=C1)C (toluene), C1(=CC=CC=C1)C (toluene). Conditions: temperature -4 celsius, time 2 hour. Yields the product IC=1C=CC(=NC1)C1C(N(C(C1)(C)C)C)=O ((RS)-3-(5-Iodo-pyridin-2-yl)-1,5,5-trimethyl-pyrrolidine-2-one). Yield: 37.5%. RXN SMILES: F[C:2]1[CH:7]=[CH:6][C:5]([I:8])=[CH:4][N:3]=1.[CH3:9][N:10]1[C:14]([CH3:16])([CH3:15])[CH2:13][CH2:12][C:11]1=[O:17]>C1(C)C=CC=CC=1>[I:8][C:5]1[CH:6]=[CH:7][C:2]([CH:12]2[CH2:13][C:14]([CH3:16])([CH3:15])[N:10]([CH3:9])[C:11]2=[O:17])=[N:3][CH:4]=1. Procedure: A solution of 2-fluoro-5-iodopyridine (260 mg, 1.17 mmol) and 1,5,5-trimethyl-pyrrolidin-2-one (148 mg, 1.17 mmol) in 6 ml of dry toluene was purged with Argon and cooled to −4° C. A 1M solution of sodium hexamethyldisilylamide (NaHMDS) in toluene (2.33 ml, 2.33 mmol) was added dropwise maintaining the temperature below 0° C. The red solution was stirred for 2 h at 0° C., quenched by addition of 5 ml of saturated ammonium chloride solution. After extraction with ethyl acetate/water, drying over ... The reactants are mercaptan, C(C)(=O)S[C@@H]1CN([C@@H](C1)CC1=CN2C(S1)=CN=C2C)C(=O)OCC=C ((3S,5S)-3-acetylthio-1-allyloxycarbonyl-5-(5-methylimidazo[5,1-b]thiazol-2-yl)methylpyrrolidine), mercaptan, C1(=CC=CC=C1)OP(=O)(OC1=CC=CC=C1)OC=1[C@@H]([C@H]2N(C1C(=O)OCC=C)C([C@@H]2[C@@H](C)O)=O)C (allyl(1R,5R,6S)-2-(diphenylphosphono)oxy-6-((1R)-1-hydroxyethyl)-1-methylcarbapen-2-em-3-carboxylate). The product is C(C=C)OC(=O)N1C[C@H](C[C@H]1CC1=CN2C(S1)=CN=C2C)SC=2[C@@H]([C@H]1N(C2C(=O)OCC=C)C([C@@H]1[C@@H](C)O)=O)C (Allyl(1R,5S,6S)-2-[(3S,5S)-1-allyloxycarbonyl-5-(5-methylimidazo[5,1-b]thiazol-2-yl)methylpyrrolidin-3-yl]thio-6-((1R)-1-hydroxyethyl)-1-methylcarbapen-2-em-3-carboxylate). Yield: 53.5%. Reaction SMILES: C([S:4][C@H:5]1[CH2:9][C@@H:8]([CH2:10][C:11]2[S:15][C:14]3=[CH:16][N:17]=[C:18]([CH3:19])[N:13]3[CH:12]=2)[N:7]([C:20]([O:22][CH2:23][CH:24]=[CH2:25])=[O:21])[CH2:6]1)(=O)C.C1(OP(O[C:43]2[C@H:44]([CH3:60])[C@@H:45]3[C@@H:55]([C@H:56]([OH:58])[CH3:57])[C:54](=[O:59])[N:46]3[C:47]=2[C:48]([O:50][CH2:51][CH:52]=[CH2:53])=[O:49])(OC2C=CC=CC=2)=O)C=CC=CC=1>>[CH2:23]([O:22][C:20]([N:7]1[C@H:8]([CH2:10][C:11]2[S:15][C:14]3=[CH:16][N:17]=[C:18]([CH3:19])[N:13]3[CH:12]=2)[CH2:9][C@H:5]([S:4][C:43]2[C@H:44]([CH3:60])[C@@H:45]3[C@@H:55]([C@H:56]([OH:58])[CH3:57])[C:54](=[O:59])[N:46]3[C:47]=2[C:48]([O:50][CH2:51][CH:52]=[CH2:53])=[O:49])[CH2:6]1)=[O:21])[CH:24]=[CH2:25]. Reported procedure: The procedure of Example 23-a) is repeated to prepare 653.0 mg of a mercaptan compound as a yellow oil from 766.4 mg of (3S,5S)-3-acetylthio-1-allyloxycarbonyl-5-(5-methylimidazo[5,1-b]thiazol-2-yl)methylpyrrolidine described in Synthesis Example 11. Allyl(1R,5S,6S)-2-[(3S,5S)-1-allyloxycarbonyl-5-(5-methylimidazo[5,1-b]thiazol-2-yl)methylpyrrolidin-3-yl]thio-6-((1R)-1-hydroxyethyl)-1-methylcarbapen-2-em-3-carboxylate (560.2 mg) is prepared as a colorless amorphous material from this mercaptan a... Starting materials: O=C1C2=C(N=CN2C)N(C(=O)N1CCCCC(=O)C)C, [Zn].O=S(O)C(F)F. Reagents/catalysts: O=C(O)C(F)(F)F, OOC(C)(C)C. The solvent is O, ClCCl. Conditions: temperature 25 celsius, time 18 hour. Yields the product O=C1C2=C(N=C(N2C)C(F)F)N(C(=O)N1CCCCC(=O)C)C. Yield: 72.0%. The reactants are CCOC(=O)c1conc1C(F)(F)F, CC(=O)O, Cl, O. Yields the product O=C(O)c1conc1C(F)(F)F. Reaction SMILES: [CH2:1]([CH3:2])[O:3][C:4](=[O:5])[c:6]1[c:7]([C:11]([F:12])([F:13])[F:14])[n:8][o:9][cH:10]1.[CH3:17][C:18](=[O:19])[OH:20].[ClH:15].[OH2:16]>>[O:3]=[C:4]([OH:5])[c:6]1[c:7]([C:11]([F:12])([F:13])[F:14])[n:8][o:9][cH:10]1. Reactants: C1CCC2=NCCCN2CC1, O=C(Nc1cccc2cnccc12)C(Cl)(Cl)Cl, NCCCc1ccccc1. The product is O=C(NCCCc1ccccc1)Nc1cccc2cnccc12. As a reaction SMILES: [CH2:28]1[CH2:29][CH2:30][C:31]2=[N:36][CH2:35][CH2:34][CH2:33][N:32]2[CH2:37][CH2:38]1.[Cl:11][C:12]([C:13](=[O:14])[NH:15][c:16]1[c:17]2[cH:18][cH:19][n:20][cH:21][c:22]2[cH:23][cH:24][cH:25]1)([Cl:26])[Cl:27].[c:1]1([CH2:7][CH2:8][CH2:9][NH2:10])[cH:2][cH:3][cH:4][cH:5][cH:6]1>>[c:1]1([CH2:7][CH2:8][CH2:9][NH:10][C:13](=[O:14])[NH:15][c:16]2[c:17]3[cH:18][cH:19][n:20][cH:21][c:22]3[cH:23][cH:24][cH:25]2)[cH:2][cH:3][cH:4][cH:5][cH:6]1. The reactants are C[O-], COCCOC, CCOC(C)=O, CC(=O)C1CCCCC1, Cl, CCOC(=O)C(F)(F)F, [Na+], O. Product: O=C(CC(=O)C(F)(F)F)C1CCCCC1. RXN SMILES: [CH3:19][O-:20].[CH3:23][O:24][CH2:25][CH2:26][O:27][CH3:28].[CH3:30][CH2:31][O:32][C:33]([CH3:34])=[O:35].[CH:1]1([C:7](=[O:8])[CH3:9])[CH2:2][CH2:3][CH2:4][CH2:5][CH2:6]1.[ClH:22].[F:10][C:11]([C:12](=[O:13])[O:14][CH2:15][CH3:16])([F:17])[F:18].[Na+:21].[OH2:29]>>[CH:1]1([C:7](=[O:8])[CH2:9][C:12]([C:11]([F:10])([F:17])[F:18])=[O:13])[CH2:2][CH2:3][CH2:4][CH2:5][CH2:6]1.